describe an organic reaction: reactants, conditions, products, and yield From a dataset of the Open Reaction Database (ORD), a public repository of structured organic reaction records. Starting materials: N[C@@H]1CC[C@H](CC1)O (Trans-4-aminocyclohexanol), C1=CN(C=N1)C(=O)N2C=CN=C2 (CDI), C1(CCCC1)OC1=CC=C(C=C1)NCC(OCC)OCC ((4-cyclopentyloxyphenyl)(2,2-diethoxyethyl)amine), C(=O)(C(F)(F)F)O (TFA). Solvent: O (water), CN(C)C=O (DMF). Conditions: time 12 hour. Yields the product C1(CCCC1)OC1=CC=C(C=C1)N1C(N(C=C1)[C@@H]1CC[C@H](CC1)O)=O (Trans-1-(4-cyclopentyloxyphenyl)-3-(4-hydroxycyclohexyl)-1,3-dihydroimidazol-2-one). RXN SMILES: [NH2:1][C@H:2]1[CH2:7][CH2:6][C@H:5]([OH:8])[CH2:4][CH2:3]1.C1N=CN([C:14](N2C=NC=C2)=[O:15])C=1.[CH:21]1([O:26][C:27]2[CH:32]=[CH:31][C:30]([NH:33][CH2:34][CH:35](OCC)OCC)=[CH:29][CH:28]=2)[CH2:25][CH2:24][CH2:23][CH2:22]1.C(O)(C(F)(F)F)=O>O.CN(C=O)C>[CH:21]1([O:26][C:27]2[CH:28]=[CH:29][C:30]([N:33]3[CH:34]=[CH:35][N:1]([C@H:2]4[CH2:7][CH2:6][C@H:5]([OH:8])[CH2:4][CH2:3]4)[C:14]3=[O:15])=[CH:31][CH:32]=2)[CH2:22][CH2:23][CH2:24][CH2:25]1. Reported procedure: Trans-4-aminocyclohexanol was reacted by method B with CDI and (4-cyclopentyloxyphenyl)(2,2-diethoxyethyl)amine. The isolated crude product was mixed with DMF (2 ml) and TFA (2 ml) and left to stand for 12 hours. The reaction solution was diluted with water, and the mixture was extracted with ethyl acetate. The organic phase was dried over magnesium sulfate, filtered and concentrated. The residue was purified by preparative HPLC. The product with the molecular weight of 342.44 (C20H26N2O3) was o... Reactants: FC=1C=C2C(C(=CN(C2=NC1N1CCNCC1)CCF)C(=O)O)=O (6-fluoro-1-(2-fluoroethyl)-1,4-dihydro-4-oxo-7-(1-piperazinyl)-1,8-naphthyridine-3-carboxylic acid), C=O (formalin). Run in C(=O)O (formic acid). Run at temperature 110 celsius. Product: FC=1C=C2C(C(=CN(C2=NC1N1CCN(CC1)C)CCF)C(=O)O)=O (6-fluoro-1-(2-fluoroethyl)-1,4-dihydro-7-(4-methyl-1-piperazinyl)-4-oxo-1,8-naphthyridine-3-carboxylic acid). Reaction SMILES: [F:1][C:2]1[CH:3]=[C:4]2[C:9](=[N:10][C:11]=1[N:12]1[CH2:17][CH2:16][NH:15][CH2:14][CH2:13]1)[N:8]([CH2:18][CH2:19][F:20])[CH:7]=[C:6]([C:21]([OH:23])=[O:22])[C:5]2=[O:24].[CH2:25]=O>C(O)=O>[F:1][C:2]1[CH:3]=[C:4]2[C:9](=[N:10][C:11]=1[N:12]1[CH2:17][CH2:16][N:15]([CH3:25])[CH2:14][CH2:13]1)[N:8]([CH2:18][CH2:19][F:20])[CH:7]=[C:6]([C:21]([OH:23])=[O:22])[C:5]2=[O:24]. Procedure details: A mixture of 6-fluoro-1-(2-fluoroethyl)-1,4-dihydro-4-oxo-7-(1-piperazinyl)-1,8-naphthyridine-3-carboxylic acid (3.0 g), 37% formalin (4 ml) and formic acid (9 ml) is heated at 110° C. for 16 hours with stirring. The reaction mixture is concentrated to dryness under reduced pressure. The residue is dissolved in 10% aqueous ammonia, treated with active charcoal, and filtered. The filtrate is adjusted to pH 8-8.5 with 10% hydrochloric acid. The precipitate is collected by filtration, and recrystal... Run in C(Cl)Cl (DCM). Yields the product NC1(CCC1)C1=CC=C(C=C1)C1=C(OC2=C(C1=O)C=CC=1N=CNC12)C1=CC=CC=C1 (7-[4-(1-Amino-cyclobutyl)-phenyl]-8-phenyl-1H-chromeno[7,8-d]imidazol-6-one). As a reaction SMILES: C(OC(=O)[NH:7][C:8]1([C:12]2[CH:17]=[CH:16][C:15]([C:18]3[C:23](=[O:24])[C:22]4[CH:25]=[CH:26][C:27]5[N:28]=[CH:29][N:30](COCC[Si](C)(C)C)[C:31]=5[C:21]=4[O:20][C:19]=3[C:40]3[CH:45]=[CH:44][CH:43]=[CH:42][CH:41]=3)=[CH:14][CH:13]=2)[CH2:11][CH2:10][CH2:9]1)(C)(C)C.C(OC(=O)NC1(C2C=CC(C3C(=O)C4C=CC5N(COCC[Si](C)(C)C)C=NC=5C=4OC=3C3C=CC=CC=3)=CC=2)CCC1)(C)(C)C.C(O)(C(F)(F)F)=O>C(Cl)Cl>[NH2:7][C:8]1([C:12]2[CH:13]=[CH:14][C:15]([C:18]3[C:23](=[O:24])[C:22]4[CH:25]=[CH:26][C:27]5[N:28]=[CH:29][NH:30][C:31]=5[C:21]=4[O:20][C:19]=3[C:40]3[CH:45]=[CH:44][CH:43]=[CH:42][CH:41]=3)=[CH:16][CH:17]=2)[CH2:11][CH2:10][CH2:9]1. Conditions: time 18 hour. The reactants are C(=O)(C(F)(F)F)O (TFA), C(C)(C)(C)OC(NC1(CCC1)C1=CC=C(C=C1)C1=C(OC2=C(C1=O)C=CC=1N=CN(C12)COCC[Si](C)(C)C)C1=CC=CC=C1)=O ((1-{-4-[6-oxo-8-phenyl-1-(2-trimethylsilanyl-ethoxymethyl)-1,6-dihydro-chromeno[7,8-d]imidazol-7-yl]-phenyl}-cyclobutyl)-carbamic acid tert-butyl ester), C(C)(C)(C)OC(NC1(CCC1)C1=CC=C(C=C1)C1=C(OC2=C(C1=O)C=CC=1N(C=NC12)COCC[Si](C)(C)C)C1=CC=CC=C1)=O ((1-{4-[6-oxo-8-phenyl-3-(2-trimethylsilanyl-ethoxymethyl)-3,6-dihydro-chromeno[7,8-d]imidazol-7-yl]-phenyl}-cyclobutyl)-carbamic acid tert-butyl ester). Reported procedure: To a solution, containing a mixture of (1-{-4-[6-oxo-8-phenyl-1-(2-trimethylsilanyl-ethoxymethyl)-1,6-dihydro-chromeno[7,8-d]imidazol-7-yl]-phenyl}-cyclobutyl)-carbamic acid tert-butyl ester and (1-{4-[6-oxo-8-phenyl-3-(2-trimethylsilanyl-ethoxymethyl)-3,6-dihydro-chromeno[7,8-d]imidazol-7-yl]-phenyl}-cyclobutyl)-carbamic acid tert-butyl ester (11 mg, 0.017 mmol), in DCM (1.0 mL) was added TFA (0.25 mL). The reaction mixture was stirred at RT for 18 h. After this time the reaction mixture was co... The yield is 84.0%.